The task is: describe an organic reaction: reactants, conditions, products, and yield. This data is from the Open Reaction Database (ORD), a public repository of structured organic reaction records. The reactants are O=C([O-])[O-], CB1OB(C)OB(C)O1, COCCOCCOC, CCOC(=O)C1=Cc2cc(Cl)c(N(C)CC(C)C)cc2OC1C(F)(F)F, [Cs+], [Cs+], O. The product is CCOC(=O)C1=Cc2cc(C)c(N(C)CC(C)C)cc2OC1C(F)(F)F. RXN SMILES: [C:36](=[O:37])([O-:38])[O-:39].[CH3:27][B:28]1[O:29][B:30]([CH3:31])[O:32][B:33]([CH3:34])[O:35]1.[CH3:43][O:44][CH2:45][CH2:46][O:47][CH2:48][CH2:49][O:50][CH3:51].[Cl:1][c:2]1[cH:3][c:4]2[c:9]([cH:10][c:11]1[N:12]([CH3:13])[CH2:14][CH:15]([CH3:16])[CH3:17])[O:8][CH:7]([C:18]([F:19])([F:20])[F:21])[C:6]([C:22](=[O:23])[O:24][CH2:25][CH3:26])=[CH:5]2.[Cs+:40].[Cs+:41].[OH2:42]>>[c:2]1([CH3:27])[cH:3][c:4]2[c:9]([cH:10][c:11]1[N:12]([CH3:13])[CH2:14][CH:15]([CH3:16])[CH3:17])[O:8][CH:7]([C:18]([F:19])([F:20])[F:21])[C:6]([C:22](=[O:23])[O:24][CH2:25][CH3:26])=[CH:5]2. The product is Cc1cn(-c2cc(F)cc(F)c2[N+](=O)[O-])c(Br)n1. As a reaction SMILES: [Br:13][c:14]1[nH:15][cH:16][c:17]([CH3:19])[n:18]1.[CH3:31][CH2:32][O:33][C:34](=[O:35])[CH3:36].[F:1][c:2]1[c:3]([N+:10](=[O:11])[O-:12])[c:4]([F:9])[cH:5][c:6]([F:8])[cH:7]1.[K+:20].[K+:21].[O-:22][C:23]([O-:24])=[O:25].[O:26]=[CH:27][N:28]([CH3:29])[CH3:30]>>[c:2]1(-[n:15]2[c:14]([Br:13])[n:18][c:17]([CH3:19])[cH:16]2)[c:3]([N+:10](=[O:11])[O-:12])[c:4]([F:9])[cH:5][c:6]([F:8])[cH:7]1. Starting materials: Cc1c[nH]c(Br)n1, CCOC(C)=O, O=[N+]([O-])c1c(F)cc(F)cc1F, [K+], [K+], O=C([O-])[O-], CN(C)C=O. Reactants: C(C1=CC=CC=C1)(=O)C1[C@@H]2CC[C@H]3[C@@H]4CC[C@@H]([C@@]4(C)CC[C@@H]3[C@]2(CCC1=O)C)O (4-Benzoyl-17β-hydroxy-5α-androstan-3-one), CCOCC (ether), Example 1, [Cr](=O)(=O)([O-])Cl.[NH+]1=CC=CC=C1 (pyridinium chlorochromate). Run in C(Cl)Cl (CH2Cl2), C(Cl)Cl (CH2Cl2). Conditions: time 2 hour. Yields the product C(C1=CC=CC=C1)(=O)C1[C@@H]2CC[C@H]3[C@@H]4CCC([C@@]4(C)CC[C@@H]3[C@]2(CCC1=O)C)=O (4-Benzoyl-5α-androstane-3,17-dione). As a reaction SMILES: [C:1]([CH:9]1[C:26](=[O:27])[CH2:25][CH2:24][C@@:23]2([CH3:28])[C@H:10]1[CH2:11][CH2:12][C@@H:13]1[C@@H:22]2[CH2:21][CH2:20][C@@:18]2([CH3:19])[C@H:14]1[CH2:15][CH2:16][C@@H:17]2[OH:29])(=[O:8])[C:2]1[CH:7]=[CH:6][CH:5]=[CH:4][CH:3]=1.[Cr](Cl)([O-])(=O)=O.[NH+]1C=CC=CC=1.CCOCC>C(Cl)Cl>[C:1]([CH:9]1[C:26](=[O:27])[CH2:25][CH2:24][C@@:23]2([CH3:28])[C@H:10]1[CH2:11][CH2:12][C@@H:13]1[C@@H:22]2[CH2:21][CH2:20][C@@:18]2([CH3:19])[C@H:14]1[CH2:15][CH2:16][C:17]2=[O:29])(=[O:8])[C:2]1[CH:3]=[CH:4][CH:5]=[CH:6][CH:7]=1 |f:1.2|. Procedure: 4-Benzoyl-17β-hydroxy-5α-androstan-3-one made as in Example 1 (788 mg, 2 mmole) in 2 ml of CH2Cl2 is added to pyridinium chlorochromate (650 mg, 3 mmole) suspended in CH2Cl2 (2 ml) at 25° C. After 2 hours, ether is added and the solvent decanted. This is then filtered through Florisil, the eluate evaporated and the residue recrystallized from chloroform-heptane.